This data is from the Open Reaction Database (ORD), a public repository of structured organic reaction records. The task is: describe an organic reaction: reactants, conditions, products, and yield Starting materials: C(C1=CC=CC=C1)=O (benzaldehyde), C(C)(=O)C1=CC=2C=CC3=CC=CC=C3C2C=C1 (2-acetylphenanthrene). Yields the product C1=C(C=CC=2C3=CC=CC=C3C=CC12)C(C=CC1=CC=CC=C1)=O (1-(2-phenanthrenyl)-3-phenylprop-2-en-1-one). RXN SMILES: [CH:1](=O)[C:2]1[CH:7]=[CH:6][CH:5]=[CH:4][CH:3]=1.[C:9]([C:12]1[CH:25]=[CH:24][C:23]2[C:22]3[C:17](=[CH:18][CH:19]=[CH:20][CH:21]=3)[CH:16]=[CH:15][C:14]=2[CH:13]=1)(=[O:11])[CH3:10]>>[CH:13]1[C:14]2[CH:15]=[CH:16][C:17]3[C:22](=[CH:21][CH:20]=[CH:19][CH:18]=3)[C:23]=2[CH:24]=[CH:25][C:12]=1[C:9](=[O:11])[CH:10]=[CH:1][C:2]1[CH:7]=[CH:6][CH:5]=[CH:4][CH:3]=1. Procedure: By a procedure similar to that of example 1.59.1, starting from benzaldehyde and commercial 2-acetylphenanthrene, 1-(2-phenanthrenyl)-3-phenylprop-2-en-1-one was obtained as yellowish solid. The reactants are BrCC(=O)C1=CC(=CC=C1)[N+](=O)[O-] (2-bromo-1-(3-nitrophenyl)ethanone), C(N)(=S)N1CCC(CC1)C(=O)OCC (ethyl 1-carbamothioylpiperidine-4-carboxylate). Solvent: C(C)O (ethanol). The product is [N+](=O)([O-])C=1C=C(C=CC1)C=1N=C(SC1)N1CCC(CC1)C(=O)OCC (ethyl 1-[4-(3-nitrophenyl)-1,3-thiazol-2-yl]piperidine-4-carboxylate). Yield: 54.5%. Reaction SMILES: Br[CH2:2][C:3]([C:5]1[CH:10]=[CH:9][CH:8]=[C:7]([N+:11]([O-:13])=[O:12])[CH:6]=1)=O.[C:14]([N:17]1[CH2:22][CH2:21][CH:20]([C:23]([O:25][CH2:26][CH3:27])=[O:24])[CH2:19][CH2:18]1)(=[S:16])[NH2:15]>C(O)C>[N+:11]([C:7]1[CH:6]=[C:5]([C:3]2[N:15]=[C:14]([N:17]3[CH2:22][CH2:21][CH:20]([C:23]([O:25][CH2:26][CH3:27])=[O:24])[CH2:19][CH2:18]3)[S:16][CH:2]=2)[CH:10]=[CH:9][CH:8]=1)([O-:13])=[O:12]. Reported procedure: A solution of 2-bromo-1-(3-nitrophenyl)ethanone (621 mg, 2.54 mmol) and ethyl 1-carbamothioylpiperidine-4-carboxylate (500 mg, 2.31 mmol) in ethanol (7.7 mL) was heated to reflux for 16 hours, and then cooled to room temperature. The mixture was concentrated under reduced pressure and the resulting residue purified directly by CombiFlash (0-70% ethyl acetate/hexanes) to provide 457 mg (1.26 mmol, 49% yield) of ethyl 1-[4-(3-nitrophenyl)-1,3-thiazol-2-yl]piperidine-4-carboxylate as a yellow solid... Starting materials: CC1CO1, CCCCCCCCON1C(C)(C)CC(CCCCNc2nc(N)nc(NCCCCC3CC(C)(C)N(OCCCCCCCC)C(C)(C)C3)n2)CC1(C)C. The product is CCCCCCCCON1C(C)(C)CC(CCCCNc2nc(NCCCCC3CC(C)(C)N(OCCCCCCCC)C(C)(C)C3)nc(NCC(C)O)n2)CC1(C)C. As a reaction SMILES: [CH2:56]1[CH:57]([CH3:58])[O:59]1.[NH2:1][c:2]1[n:3][c:4]([NH:32][CH2:33][CH2:34][CH2:35][CH2:36][CH:37]2[CH2:38][C:39]([CH3:54])([CH3:55])[N:40]([O:45][CH2:46][CH2:47][CH2:48][CH2:49][CH2:50][CH2:51][CH2:52][CH3:53])[C:41]([CH3:43])([CH3:44])[CH2:42]2)[n:5][c:6]([NH:8][CH2:9][CH2:10][CH2:11][CH2:12][CH:13]2[CH2:14][C:15]([CH3:30])([CH3:31])[N:16]([O:21][CH2:22][CH2:23][CH2:24][CH2:25][CH2:26][CH2:27][CH2:28][CH3:29])[C:17]([CH3:19])([CH3:20])[CH2:18]2)[n:7]1>>[NH:1]([c:2]1[n:3][c:4]([NH:32][CH2:33][CH2:34][CH2:35][CH2:36][CH:37]2[CH2:38][C:39]([CH3:54])([CH3:55])[N:40]([O:45][CH2:46][CH2:47][CH2:48][CH2:49][CH2:50][CH2:51][CH2:52][CH3:53])[C:41]([CH3:43])([CH3:44])[CH2:42]2)[n:5][c:6]([NH:8][CH2:9][CH2:10][CH2:11][CH2:12][CH:13]2[CH2:14][C:15]([CH3:30])([CH3:31])[N:16]([O:21][CH2:22][CH2:23][CH2:24][CH2:25][CH2:26][CH2:27][CH2:28][CH3:29])[C:17]([CH3:19])([CH3:20])[CH2:18]2)[n:7]1)[CH2:56][CH:57]([CH3:58])[OH:59]. The reactants are Cc1ccc(C(=O)O)cc1B1OC(C)(C)C(C)(C)O1, CSc1nc(Cl)c2c(n1)N(c1c(F)cccc1F)C(=O)NC2, [K+], [K+], O=C([O-])[O-], C1COCCO1, O, c1ccc(P(c2ccccc2)(c2ccccc2)[Pd](P(c2ccccc2)(c2ccccc2)c2ccccc2)(P(c2ccccc2)(c2ccccc2)c2ccccc2)P(c2ccccc2)(c2ccccc2)c2ccccc2)cc1. Yields the product CSc1nc(-c2cc(C(=O)O)ccc2C)c2c(n1)N(c1c(F)cccc1F)C(=O)NC2. As a reaction SMILES: [CH3:23][c:24]1[c:25]([B:33]2[O:34][C:35]([CH3:36])([CH3:37])[C:38]([CH3:39])([CH3:40])[O:41]2)[cH:26][c:27]([C:28](=[O:29])[OH:30])[cH:31][cH:32]1.[Cl:1][c:2]1[c:3]2[c:4]([n:5][c:6]([S:8][CH3:9])[n:7]1)[N:10]([c:15]1[c:16]([F:22])[cH:17][cH:18][cH:19][c:20]1[F:21])[C:11](=[O:14])[NH:12][CH2:13]2.[K+:42].[K+:43].[O-:44][C:45]([O-:46])=[O:47].[O:48]1[CH2:49][CH2:50][O:51][CH2:52][CH2:53]1.[OH2:131].[cH:54]1[cH:55][cH:56][c:57]([P:58]([Pd:59]([P:60]([c:61]2[cH:62][cH:63][cH:64][cH:65][cH:66]2)([c:67]2[cH:68][cH:69][cH:70][cH:71][cH:72]2)[c:73]2[cH:74][cH:75][cH:76][cH:77][cH:78]2)([P:79]([c:80]2[cH:81][cH:82][cH:83][cH:84][cH:85]2)([c:86]2[cH:87][cH:88][cH:89][cH:90][cH:91]2)[c:92]2[cH:93][cH:94][cH:95][cH:96][cH:97]2)[P:98]([c:99]2[cH:100][cH:101][cH:102][cH:103][cH:104]2)([c:105]2[cH:106][cH:107][cH:108][cH:109][cH:110]2)[c:111]2[cH:112][cH:113][cH:114][cH:115][cH:116]2)([c:117]2[cH:118][cH:119][cH:120][cH:121][cH:122]2)[c:123]2[cH:124][cH:125][cH:126][cH:127][cH:128]2)[cH:129][cH:130]1>>[c:2]1(-[c:25]2[c:24]([CH3:23])[cH:32][cH:31][c:27]([C:28](=[O:29])[OH:30])[cH:26]2)[c:3]2[c:4]([n:5][c:6]([S:8][CH3:9])[n:7]1)[N:10]([c:15]1[c:16]([F:22])[cH:17][cH:18][cH:19][c:20]1[F:21])[C:11](=[O:14])[NH:12][CH2:13]2. The reactants are O=C1NN=CC2=C(NC=3C=C(C=C1C23)NC(=O)[C@H]2[C@@H](C2)C2=CC=CC=C2)C=2C=C(COC(C)=O)C=CC2 (Acetic acid 3-{6-oxo-8-[((1R,2R)-2-phenyl-cyclopropanecarbonyl)-amino]-5,6-dihydro-1H-[1,2]diazepino[4,5,6-cd]indol-2-yl}-benzyl ester), C(=O)([O-])[O-].[K+].[K+] (K2CO3), O1CCCC1 (tetrahydrofuran). The solvent is CO (methanol). Yields the product OCC=1C=C(C=CC1)C=1NC=2C=C(C=C3C2C1C=NNC3=O)NC(=O)[C@H]3[C@@H](C3)C3=CC=CC=C3 ((1R,2R)-2-Phenyl-cyclopropanecarboxylic acid [2-(3-hydroxymethyl-phenyl)-6-oxo-5,6-dihydro-1H-[1,2]diazepino[4,5,6-cd]indol-8-yl]-amide). Yield: 99.5%. As a reaction SMILES: [O:1]=[C:2]1[C:13]2[C:14]3[C:6](=[C:7]([C:27]4[CH:28]=[C:29]([CH:35]=[CH:36][CH:37]=4)[CH2:30][O:31]C(=O)C)[NH:8][C:9]=3[CH:10]=[C:11]([NH:15][C:16]([C@@H:18]3[CH2:20][C@H:19]3[C:21]3[CH:26]=[CH:25][CH:24]=[CH:23][CH:22]=3)=[O:17])[CH:12]=2)[CH:5]=[N:4][NH:3]1.C([O-])([O-])=O.[K+].[K+].O1CCCC1>CO>[OH:31][CH2:30][C:29]1[CH:28]=[C:27]([C:7]2[NH:8][C:9]3[CH:10]=[C:11]([NH:15][C:16]([C@@H:18]4[CH2:20][C@H:19]4[C:21]4[CH:26]=[CH:25][CH:24]=[CH:23][CH:22]=4)=[O:17])[CH:12]=[C:13]4[C:2](=[O:1])[NH:3][N:4]=[CH:5][C:6]=2[C:14]=34)[CH:37]=[CH:36][CH:35]=1 |f:1.2.3|. Reported procedure: The title compound of Example 85 (0.288 g, 0.58 mmol) and K2CO3 (0.161 g, 1.17 mmol) were stirred in methanol (0.2 M, 1.7 mL) and tetrahydrofuran (0.2 M, 1.7 mL) for 1.5 hours at 22° C. After the solution was filtered and acidified with two drops of glacial acetic acid, the volatiles were removed in vacuo. Silica gel chromatography (40:60 to 0:100 hexane/ethyl acetate) afforded the title compound (0.26 g) as a yellow powder in 95% yield. Solvent: O1CCOCC1 (1,4-dioxane), O1CCOCC1 (1,4-dioxane). Starting materials: Cl (hydrochloric acid), O(C1=CC=CC=C1)C1=CC=C(C=C1)NC([C@H]1N(C[C@@H](C1)NC(CNC(=O)OC(C)(C)C)=O)C(=O)OC(C)(C)C)=O (trans-4-(N-tert-butoxycarbonylglycylamino)-N-tert-butoxycarbonyl-L-proline 4-phenoxyphenylamide). RXN SMILES: [ClH:1].[O:2]([C:9]1[CH:14]=[CH:13][C:12]([NH:15][C:16](=[O:41])[C@@H:17]2[CH2:21][C@@H:20]([NH:22][C:23](=[O:33])[CH2:24][NH:25]C(OC(C)(C)C)=O)[CH2:19][N:18]2C(OC(C)(C)C)=O)=[CH:11][CH:10]=1)[C:3]1[CH:8]=[CH:7][CH:6]=[CH:5][CH:4]=1>O1CCOCC1>[ClH:1].[ClH:1].[O:2]([C:9]1[CH:10]=[CH:11][C:12]([NH:15][C:16](=[O:41])[C@@H:17]2[CH2:21][C@@H:20]([NH:22][C:23](=[O:33])[CH2:24][NH2:25])[CH2:19][NH:18]2)=[CH:13][CH:14]=1)[C:3]1[CH:4]=[CH:5][CH:6]=[CH:7][CH:8]=1 |f:3.4.5|. Run at time 1 hour. Yields the product Cl.Cl.O(C1=CC=CC=C1)C1=CC=C(C=C1)NC([C@H]1NC[C@@H](C1)NC(CN)=O)=O (trans-4-Glycylamino-L-Proline 4-Phenoxyphenylamide Dihydrochloride). Procedure details: A solution of 4 N hydrochloric acid in 1,4-dioxane (8 mL) was added to a solution of trans-4-(N-tert-butoxycarbonylglycylamino)-N-tert-butoxycarbonyl-L-proline 4-phenoxyphenylamide (A, 249 mg) in 1,4-dioxane (8 mL) at room temperature. After stirring at room temperature for 1 hr, the reaction mixture was concentrated in vacuo. The residue was washed with ether to give the title compound (140 mg) as a white powder: 1H NMR (400 MHz, D2O) δ 2.61 (t, J=6.35 Hz, 2 H), 3.49 (dd, J=4.88, 12.21 Hz, 1 H)... Reactants: [H-].[Na+] (Sodium hydride), O1C(CC2=C1C=CC=C2)C2N(CCC=1C3=CC=CC=C3NC21)C2=NC=C(C=N2)C2=NC=CC=C2 (1-(2,3-Dihydrobenzofuranyl)-2-[5-(2-pyridinyl)-pyrimidin-2-yl]-2,3,4,9-tetrahydro-1H-β-carboline), CN(C)C=O (DMF). Yields the product N1=C(C=CC=C1)C=1C=NC(=NC1)N1C(C=2NC=3C=CC=CC3C(C2C1)=O)C1OC2=C(C1)C=CC=C2 (1,2,3,4-Tetrahydro-2-[5-(2-pyridinyl)-pyrimidin-2-yl]-3-(2,3-dihydrobenzofuranyl)-9H-pyrrolo-[3,4-b]quinolin-9-one). Reaction SMILES: [H-].[Na+].[O:3]1[C:7]2[CH:8]=[CH:9][CH:10]=[CH:11][C:6]=2[CH2:5][CH:4]1[CH:12]1[C:24]2[NH:23][C:22]3[C:17](=[CH:18][CH:19]=[CH:20][CH:21]=3)[C:16]=2[CH2:15][CH2:14][N:13]1[C:25]1[N:30]=[CH:29][C:28]([C:31]2[CH:36]=[CH:35][CH:34]=[CH:33][N:32]=2)=[CH:27][N:26]=1.CN(C=[O:41])C>>[N:32]1[CH:33]=[CH:34][CH:35]=[CH:36][C:31]=1[C:28]1[CH:29]=[N:30][C:25]([N:13]2[CH2:14][C:15]3[C:16](=[O:41])[C:17]4[CH:18]=[CH:19][CH:20]=[CH:21][C:22]=4[NH:23][C:24]=3[CH:12]2[CH:4]2[CH2:5][C:6]3[CH:11]=[CH:10][CH:9]=[CH:8][C:7]=3[O:3]2)=[N:26][CH:27]=1 |f:0.1|. Procedure: Sodium hydride (60% in mineral oil, 182 mg, 4.55 mmol) and 1-(2,3-dihydro-5-benzofuranyl)-2,3,4,9-tetrahydro-2-[5-(2-pyridinyl)-2-pyrimidinyl]-1H-β-carboline (16176-23) (882 mg, 1.98 mmol) (prepared as in Example 49) in DMF (30 mL, anhydrous) were stirred at room temperature for 30 min. Dry air then was bubbled through the reaction mixture for 16 h. Ethyl acetate (200 mL) was added, and the resulting mixture was washed with 10% NaCl solution, brine, and then dried with MgSO4. The reaction mixtur... The reactants are C(C)(C)(C)OC(C(CCC(=O)OCC1=CC=C(C=C1)NC1=NC(=NC(=N1)N)C1=C(C=CC(=C1)Cl)C)NC(=O)OC(C)(C)C)=O (2-tert-butoxycarbonylamino-pentanedioic acid 5-{4-[4-amino-6-(5-chloro-2-methyl-phenyl)-[1,3,5]triazin-2-ylamino]-benzyl}ester 1-tert-butyl ester), C(C)(=O)O (acetic acid), ClCCl (dichloromethane), Cl (hydrogen chloride). The solvent is O1CCOCC1 (1,4-dioxane), C(C)(=O)OCC (ethyl acetate). The product is hydrochloride salt, NC1=NC(=NC(=N1)C1=C(C=CC(=C1)Cl)C)NC1=CC=C(COC(CC[C@@H](C(=O)O)N)=O)C=C1 ((S)-2-Amino-pentanedioic acid 5-{4-[4-amino-6-(5-chloro-2-methyl-phenyl)-[1,3,5]triazin-2-ylamino]-benzyl}ester). The yield is 90.5%. RXN SMILES: C([O:5][C:6](=[O:44])[CH:7]([NH:36]C(OC(C)(C)C)=O)[CH2:8][CH2:9][C:10]([O:12][CH2:13][C:14]1[CH:19]=[CH:18][C:17]([NH:20][C:21]2[N:26]=[C:25]([NH2:27])[N:24]=[C:23]([C:28]3[CH:33]=[C:32]([Cl:34])[CH:31]=[CH:30][C:29]=3[CH3:35])[N:22]=2)=[CH:16][CH:15]=1)=[O:11])(C)(C)C.C(O)(=O)C.ClCCl.Cl>O1CCOCC1.C(OCC)(=O)C>[NH2:27][C:25]1[N:24]=[C:23]([C:28]2[CH:33]=[C:32]([Cl:34])[CH:31]=[CH:30][C:29]=2[CH3:35])[N:22]=[C:21]([NH:20][C:17]2[CH:16]=[CH:15][C:14]([CH2:13][O:12][C:10](=[O:11])[CH2:9][CH2:8][C@H:7]([NH2:36])[C:6]([OH:44])=[O:5])=[CH:19][CH:18]=2)[N:26]=1. Reported procedure: A mixture of 2-tert-butoxycarbonylamino-pentanedioic acid 5-{4-[4-amino-6-(5-chloro-2-methyl-phenyl)-[1,3,5]triazin-2-ylamino]-benzyl}ester 1-tert-butyl ester (1.45 g, 2.3 mmol), acetic acid (10 ml), dichloromethane (5 ml), and a solution of hydrogen chloride in 1,4-dioxane (4 M, 10 ml) was stirred for 12 hours. The mixture was poured into ethyl acetate (50 ml). The solid was filtered and dried under reduced pressure to provide the hydrochloride salt of the title compound (0.98 g, 75% yield). 1H...